This data is from the Open Reaction Database (ORD), a public repository of structured organic reaction records. The task is: describe an organic reaction: reactants, conditions, products, and yield As a reaction SMILES: [C:1](=[O:2])([O-:3])[O-:4].[CH3:34][S:35]([CH3:36])=[O:37].[F:7][c:8]1[n:9][cH:10][cH:11][cH:12][c:13]1[C:14]([F:15])([F:16])[F:17].[K+:5].[K+:6].[NH2:18][c:19]1[n:20][cH:21][c:22]([Cl:32])[cH:23][c:24]1-[c:25]1[cH:26][cH:27][c:28]([OH:31])[cH:29][cH:30]1.[OH2:33]>>[c:8]1([O:31][c:28]2[cH:27][cH:26][c:25](-[c:24]3[c:19]([NH2:18])[n:20][cH:21][c:22]([Cl:32])[cH:23]3)[cH:30][cH:29]2)[n:9][cH:10][cH:11][cH:12][c:13]1[C:14]([F:15])([F:16])[F:17]. Reactants: O=C([O-])[O-], CS(C)=O, Fc1ncccc1C(F)(F)F, [K+], [K+], Nc1ncc(Cl)cc1-c1ccc(O)cc1, O. Yields the product Nc1ncc(Cl)cc1-c1ccc(Oc2ncccc2C(F)(F)F)cc1. Starting materials: C1CNCCN1, C1=CC=C(C=C1)C(C2=CC=CC=C2)(C3=CC=CC=C3)N4C=NC5=C4C=CC=C5Br. The reagents and catalysts are CC(C)(C)[O-].[Na+], C1=CC=C(C=C1)P(C2=CC=CC=C2)C3=C(C4=CC=CC=C4C=C3)C5=C(C=CC6=CC=CC=C65)P(C7=CC=CC=C7)C8=CC=CC=C8, C1=CC=C(C=C1)/C=C/C(=O)/C=C/C2=CC=CC=C2.C1=CC=C(C=C1)/C=C/C(=O)/C=C/C2=CC=CC=C2.C1=CC=C(C=C1)/C=C/C(=O)/C=C/C2=CC=CC=C2.C(Cl)(Cl)Cl.[Pd].[Pd]. The solvent is CC1=CC=CC=C1. Conditions: temperature 90 celsius. Product: C1CN(CCN1)C2=CC=CC3=C2N=CN3C(C4=CC=CC=C4)(C5=CC=CC=C5)C6=CC=CC=C6. The yield is 42.8%. Procedure: A 2.0-5.0 mL microwave vial was charged with 4-bromo-1-trityl-1H-benzo[d]imidazole (300 mg, 0.68 mmol), Sodium tert- butoxide (92 mg, 0.96 mmol), rac-2,2'-Bis(diphenylphosphino)-1,1'-binaphthyl (25.5 mg, 0.04 mmol), Piperazine (0.321 mL, 4.10 mmol) and toluene (5 mL). The reaction mixture was degassed for 10 minutes with nitrogen, and then Tris(dibenzylideneacetone)dipalladium(0)-chloroform adduct (14.14 mg, 0.01 mmol) was added. The reaction mixture was stirred at 90°C under microwave irradiati... Reactants: CCN(C(C)C)C(C)C, C1CCOC1, COc1ccc(-c2csc(C)n2)c2sc(N)nc12, CN(C)c1ccncc1, OC1CCNCC1. Product: COc1ccc(-c2csc(C)n2)c2sc(NC(=O)N3CCC(O)CC3)nc12. Reaction SMILES: [CH2:19]([N:20]([CH:21]([CH3:22])[CH3:23])[CH:24]([CH3:25])[CH3:26])[CH3:27].[CH2:35]1[CH2:37][CH2:36][CH2:38][O:39]1.[CH3:1][O:2][c:3]1[cH:4][cH:5][c:6](-[c:13]2[n:14][c:15]([CH3:18])[s:16][cH:17]2)[c:7]2[c:8]1[n:9][c:10]([NH2:12])[s:11]2.[CH3:40][N:41]([c:42]1[cH:43][cH:44][n:45][cH:46][cH:47]1)[CH3:48].[OH:28][CH:29]1[CH2:30][CH2:31][NH:32][CH2:33][CH2:34]1>>[CH3:1][O:2][c:3]1[cH:4][cH:5][c:6](-[c:13]2[n:14][c:15]([CH3:18])[s:16][cH:17]2)[c:7]2[c:8]1[n:9][c:10]([NH:12][C:38]([N:32]1[CH2:31][CH2:30][CH:29]([OH:28])[CH2:34][CH2:33]1)=[O:39])[s:11]2. The reactants are COC(=O)C=1N=C(C2=CC(=CC=C2C1O)OC1=CC=CC=C1)C#N (1-cyano-4-hydroxy-7-phenoxy-isoquinoline-3-carboxylic acid methyl ester), NCC[C@@H](C(=O)O)O (4-amino-2-(S)-hydroxy-butyric acid), C[O-].[Na+].CO (NaOMe MeOH), Cl (HCl). Solvent: O (water). Yields the product C(#N)C1=NC(=C(C2=CC=C(C=C12)OC1=CC=CC=C1)O)C(=O)NCC[C@@H](C(=O)O)O (4-[(1-Cyano-4-hydroxy-7-phenoxy-isoquinoline-3-carbonyl)-amino]-2-(S)-hydroxy-butyric acid). Isolated yield 93.5%. As a reaction SMILES: CO[C:3]([C:5]1[N:6]=[C:7]([C:23]#[N:24])[C:8]2[C:13]([C:14]=1[OH:15])=[CH:12][CH:11]=[C:10]([O:16][C:17]1[CH:22]=[CH:21][CH:20]=[CH:19][CH:18]=1)[CH:9]=2)=[O:4].[NH2:25][CH2:26][CH2:27][C@H:28]([OH:32])[C:29]([OH:31])=[O:30].C[O-].[Na+].CO.Cl>O>[C:23]([C:7]1[C:8]2[C:13](=[CH:12][CH:11]=[C:10]([O:16][C:17]3[CH:22]=[CH:21][CH:20]=[CH:19][CH:18]=3)[CH:9]=2)[C:14]([OH:15])=[C:5]([C:3]([NH:25][CH2:26][CH2:27][C@H:28]([OH:32])[C:29]([OH:31])=[O:30])=[O:4])[N:6]=1)#[N:24] |f:2.3.4|. Procedure: A mixture of 1-cyano-4-hydroxy-7-phenoxy-isoquinoline-3-carboxylic acid methyl ester (100 mg, 0.31 mmol) and 4-amino-2-(S)-hydroxy-butyric acid (112 mg, 0.94 mmol) (Aldrich) in 0.5 M NaOMe/MeOH (1.25 mL, 0.63 mmol) was microwaved at 120° C. for 1 h. Reaction mixture was diluted with water (60 mL), acidified by 1 N HCl to pH=3-4 and extracted with EtOAc. The organic layer was washed with brine, dried over MgSO4, filtered and concentrated to provide the title compound 119 mg (0.29 mmol) in 93% yie... The reactants are CC1CCCC(C)N1, ClCCOc1ccc(COc2ccc(Cl)c3ccccc23)cc1. The product is CC1CCCC(C)N1CCOc1ccc(COc2ccc(Cl)c3ccccc23)cc1. RXN SMILES: [CH3:24][CH:25]1[NH:26][CH:27]([CH3:31])[CH2:28][CH2:29][CH2:30]1.[Cl:1][CH2:2][CH2:3][O:4][c:5]1[cH:6][cH:7][c:8]([CH2:11][O:12][c:13]2[cH:14][cH:15][c:16]([Cl:23])[c:17]3[cH:18][cH:19][cH:20][cH:21][c:22]23)[cH:9][cH:10]1>>[CH2:2]([CH2:3][O:4][c:5]1[cH:6][cH:7][c:8]([CH2:11][O:12][c:13]2[cH:14][cH:15][c:16]([Cl:23])[c:17]3[cH:18][cH:19][cH:20][cH:21][c:22]23)[cH:9][cH:10]1)[N:26]1[CH:25]([CH3:24])[CH2:30][CH2:29][CH2:28][CH:27]1[CH3:31]. The reactants are CC(=O)O, CCOC(C)=O, [Fe], O=[N+]([O-])c1ccc2sncc2c1, O. Product: Nc1ccc2sncc2c1. Reaction SMILES: [C:13]([OH:14])(=[O:15])[CH3:16].[CH3:18][CH2:19][O:20][C:21]([CH3:22])=[O:23].[Fe:24].[N+:1]([O-:2])(=[O:3])[c:4]1[cH:5][cH:6][c:7]2[c:8]([cH:9][n:10][s:11]2)[cH:12]1.[OH2:17]>>[NH2:1][c:4]1[cH:5][cH:6][c:7]2[c:8]([cH:9][n:10][s:11]2)[cH:12]1. The reactants are O=C([O-])O, CC(C)O, Clc1nc2ccccc2s1, [Na+], Nc1ccc(Oc2nccnc2C2CCCOC2)cc1. The product is c1ccc2sc(Nc3ccc(Oc4nccnc4C4CCCOC4)cc3)nc2c1. RXN SMILES: [C:35](=[O:36])([OH:37])[O-:38].[CH:31]([OH:32])([CH3:33])[CH3:34].[Cl:21][c:22]1[s:23][c:24]2[c:25]([n:26]1)[cH:27][cH:28][cH:29][cH:30]2.[Na+:39].[O:1]1[CH2:2][CH:3]([c:7]2[c:8]([O:13][c:14]3[cH:15][cH:16][c:17]([NH2:18])[cH:19][cH:20]3)[n:9][cH:10][cH:11][n:12]2)[CH2:4][CH2:5][CH2:6]1>>[O:1]1[CH2:2][CH:3]([c:7]2[c:8]([O:13][c:14]3[cH:15][cH:16][c:17]([NH:18][c:22]4[s:23][c:24]5[c:25]([n:26]4)[cH:27][cH:28][cH:29][cH:30]5)[cH:19][cH:20]3)[n:9][cH:10][cH:11][n:12]2)[CH2:4][CH2:5][CH2:6]1.